Dataset: the Open Reaction Database (ORD), a public repository of structured organic reaction records. Task: describe an organic reaction: reactants, conditions, products, and yield Reactants: ClC1=C(C(=CC2=C1C(OC(N2)=O)(C)C)Cl)O (5,7-dichloro-6-hydroxy-4,4-dimethyl-4H-3,1-benzoxazin-2-one), CC1=CC=C(C=C1)SCCCCCl (4-(4-methyl-phenylmercapto)-butylchloride). Product: ClC1=C(C(=CC2=C1C(OC(N2)=O)(C)C)Cl)OCCCCSC2=CC=C(C=C2)C (5,7-Dichloro-6-[4-(4-methyl-phenylmercapto)-butoxy]-4,4-dimethyl-4H-3,1-benzoxazin-2-one). RXN SMILES: [Cl:1][C:2]1[C:7]2[C:8]([CH3:14])([CH3:13])[O:9][C:10](=[O:12])[NH:11][C:6]=2[CH:5]=[C:4]([Cl:15])[C:3]=1[OH:16].[CH3:17][C:18]1[CH:23]=[CH:22][C:21]([S:24][CH2:25][CH2:26][CH2:27][CH2:28]Cl)=[CH:20][CH:19]=1>>[Cl:1][C:2]1[C:7]2[C:8]([CH3:13])([CH3:14])[O:9][C:10](=[O:12])[NH:11][C:6]=2[CH:5]=[C:4]([Cl:15])[C:3]=1[O:16][CH2:28][CH2:27][CH2:26][CH2:25][S:24][C:21]1[CH:20]=[CH:19][C:18]([CH3:17])=[CH:23][CH:22]=1. Procedure: Prepared analogously to Example 4 from 5,7-dichloro-6-hydroxy-4,4-dimethyl-4H-3,1-benzoxazin-2-one and 4-(4-methyl-phenylmercapto)-butylchloride.